This data is from the Open Reaction Database (ORD), a public repository of structured organic reaction records. The task is: describe an organic reaction: reactants, conditions, products, and yield Reactants: C1CCOC1, CO, [OH-], [OH-], COc1ccc2nccc(C(O)CN3CCCC(CNC(=O)OCc4ccccc4)C3)c2c1, [Pd+2]. The product is COc1ccc2nccc(C(O)CN3CCCC(CN)C3)c2c1. RXN SMILES: [CH2:34]1[O:35][CH2:36][CH2:37][CH2:38]1.[CH3:39][OH:40].[OH-:41].[OH-:42].[OH:1][CH:2]([CH2:3][N:4]1[CH2:5][CH:6]([CH2:10][NH:11][C:12](=[O:13])[O:14][CH2:15][c:16]2[cH:17][cH:18][cH:19][cH:20][cH:21]2)[CH2:7][CH2:8][CH2:9]1)[c:22]1[cH:23][cH:24][n:25][c:26]2[cH:27][cH:28][c:29]([O:32][CH3:33])[cH:30][c:31]12.[Pd+2:43]>>[OH:1][CH:2]([CH2:3][N:4]1[CH2:5][CH:6]([CH2:10][NH2:11])[CH2:7][CH2:8][CH2:9]1)[c:22]1[cH:23][cH:24][n:25][c:26]2[cH:27][cH:28][c:29]([O:32][CH3:33])[cH:30][c:31]12. Starting materials: S(=O)(=O)([O-])[O-] (sulfate), ferrous sulfate hepta-hydrate, OO (hydrogen peroxide), C([O-])([O-])=O.[K+].[K+] (potassium carbonate), COC(=O)C=1C=C2C=CC=NC2=CC1 (6-quinolinecarboxylic acid methyl ester), C(=O)N (formamide). The solvent is O (water), CO.C(Cl)(Cl)Cl (MeOH chloroform). Reaction conditions: temperature 80 celsius, time 50 minute. Product: COC(=O)C=1C=C2C=CC(=NC2=CC1)C(=O)N (6-methoxycarbonyl-2-quinolinecarboxamide). Reaction SMILES: [CH3:1][O:2][C:3]([C:5]1[CH:6]=[C:7]2[C:12](=[CH:13][CH:14]=1)[N:11]=[CH:10][CH:9]=[CH:8]2)=[O:4].S([O-])([O-])(=O)=O.OO.C(=O)([O-])[O-].[K+].[K+].[CH:28]([NH2:30])=[O:29]>CO.C(Cl)(Cl)Cl.O>[CH3:1][O:2][C:3]([C:5]1[CH:6]=[C:7]2[C:12](=[CH:13][CH:14]=1)[N:11]=[C:10]([C:28]([NH2:30])=[O:29])[CH:9]=[CH:8]2)=[O:4] |f:3.4.5,7.8|. Reported procedure: 4.0 g of 6-quinolinecarboxylic acid were suspended in 30 ml of MeOH, 2.0 ml of conc. sulfate was added under ice cooling, and the mixture was stirred at 70° C. for 22 hours. The reaction solution was concentrated under reduced pressure, and the residue was mixed with water and neutralized with potassium carbonate. The thus-precipitated solid was filtered and dried to obtain 4.28 g of 6-quinolinecarboxylic acid methyl ester. 0.5 g of the obtained ester body was dissolved in 5 ml of formamide, 0.1... The reactants are [Zn] (zinc), ClC(C(F)(F)Cl)(F)Cl (1,1,2-trichloro-1,2,2-trifluoroethane). Product: [Zn] (zinc), [Cl-].[Zn+2].[Cl-] (zinc chloride), C(=C(F)Cl)(F)F (CTFE), ( c ). As a reaction SMILES: [Zn:1].[Cl:2][C:3](Cl)([F:8])[C:4](Cl)([F:6])[F:5]>>[Zn:1].[Cl-:2].[Zn+2:1].[Cl-:2].[C:4]([F:6])([F:5])=[C:3]([Cl:2])[F:8] |f:3.4.5|. Procedure: The present invention provides a process of preparing CTFE by continuously reacting 1,1,2-trichloro-1,2,2-trifluoroethane with zinc powder dispersed in an alkyl alcohol, the process is characterized by the steps of (a) connecting a plurality of reaction vessels each of which is provided with a stirrer to each other in a series arrangement such that when a liquid is continuously introduced into each reaction vessel the liquid overflows into the next reaction vessel, (b) continuously feeding a dis... Starting materials: CS(=O)(=O)O (methanesulfonic acid), C(C1=CC=CC=C1)OCC1(CCC(CC1)(F)F)C(=O)OCC (ethyl 1-((benzyloxy)methyl)-4,4-difluorocyclohexanecarboxylate). Solvent: C(Cl)Cl (DCM). Conditions: time 2 hour. The product is FC1(CCC(CC1)(C(=O)OCC)CO)F (ethyl 4,4-difluoro-1-(hydroxymethyl)cyclohexanecarboxylate). As a reaction SMILES: CS(O)(=O)=O.C([O:13][CH2:14][C:15]1([C:23]([O:25][CH2:26][CH3:27])=[O:24])[CH2:20][CH2:19][C:18]([F:22])([F:21])[CH2:17][CH2:16]1)C1C=CC=CC=1>C(Cl)Cl>[F:21][C:18]1([F:22])[CH2:17][CH2:16][C:15]([CH2:14][OH:13])([C:23]([O:25][CH2:26][CH3:27])=[O:24])[CH2:20][CH2:19]1. Procedure: Neat methanesulfonic acid (1.102 mL, 16.97 mmol) was added to a stirred solution of ethyl 1-((benzyloxy)methyl)-4,4-difluorocyclohexanecarboxylate (106 mg, 0.339 mmol) in DCM (2 mL) and the mixture was stirred at rt for 2 h. The reaction mixture was washed with water, satd. NaHCO3, brine and dried (MgSO4) to afford ethyl 4,4-difluoro-1-(hydroxymethyl)cyclohexanecarboxylate as an oil. 1H NMR (400 MHz, CHLOROFORM-d) δ 4.25 (q, J=7.3 Hz, 2H), 3.67 (s, 2H), 2.28-2.17 (m, 2H), 2.08-1.93 (m, 2H), 1.86... Reactants: ClC1=CC(=CC=C1)C(=O)OO (m-chloroperbenzoic acid), C(CCC)OCCOC1=CC=C(C=C1)C=1C=CC2=C(C=C(CCN2CC(C)C)C(=O)NC=2C=NC(=CC2)SCC=2C=NC=CC2)C1 (7-[4-(2-butoxyethoxy)phenyl]-1-isobutyl-N-[6-[(3-pyridinylmethyl)sulfanyl]-3-pyridinyl]-2,3-dihydro-1-benzazepine-4-carboxamide), S(=S)(=O)([O-])[O-].[Na+].[Na+] (sodium thiosulfate). The solvent is C(Cl)Cl (methylene chloride), C(Cl)Cl (methylene chloride). Reaction conditions: time 15 minute. Yields the product C(CCC)OCCOC1=CC=C(C=C1)C=1C=CC2=C(C=C(CCN2CC(C)C)C(=O)NC=2C=NC(=CC2)S(=O)CC=2C=NC=CC2)C1 (7-[4-(2-butoxyethoxy)phenyl]-1-isobutyl-N-[6-[(3-pyridinylmethyl)sulfinyl]-3-pyridinyl]-2,3-dihydro-1-benzazepine-4-carboxamide). Isolated yield 54.9%. Reaction SMILES: [CH2:1]([O:5][CH2:6][CH2:7][O:8][C:9]1[CH:14]=[CH:13][C:12]([C:15]2[CH:16]=[CH:17][C:18]3[N:24]([CH2:25][CH:26]([CH3:28])[CH3:27])[CH2:23][CH2:22][C:21]([C:29]([NH:31][C:32]4[CH:33]=[N:34][C:35]([S:38][CH2:39][C:40]5[CH:41]=[N:42][CH:43]=[CH:44][CH:45]=5)=[CH:36][CH:37]=4)=[O:30])=[CH:20][C:19]=3[CH:46]=2)=[CH:11][CH:10]=1)[CH2:2][CH2:3][CH3:4].ClC1C=CC=C(C(OO)=[O:55])C=1.S([O-])([O-])(=O)=S.[Na+].[Na+]>C(Cl)Cl>[CH2:1]([O:5][CH2:6][CH2:7][O:8][C:9]1[CH:14]=[CH:13][C:12]([C:15]2[CH:16]=[CH:17][C:18]3[N:24]([CH2:25][CH:26]([CH3:27])[CH3:28])[CH2:23][CH2:22][C:21]([C:29]([NH:31][C:32]4[CH:33]=[N:34][C:35]([S:38]([CH2:39][C:40]5[CH:41]=[N:42][CH:43]=[CH:44][CH:45]=5)=[O:55])=[CH:36][CH:37]=4)=[O:30])=[CH:20][C:19]=3[CH:46]=2)=[CH:11][CH:10]=1)[CH2:2][CH2:3][CH3:4] |f:2.3.4|. Procedure: 7-[4-(2-butoxyethoxy)phenyl]-1-isobutyl-N-[6-[(3-pyridinylmethyl)sulfanyl]-3-pyridinyl]-2,3-dihydro-1-benzazepine-4-carboxamide (0.32 g) was dissolved in methylene chloride (9.6 ml), and a solution of m-chloroperbenzoic acid (130 mg) in methylene chloride (6.4 ml) was added to the mixture at −78° C., and the mixture was stirred for 15 minutes. The reaction mixture was added to an aqueous solution of saturated sodium thiosulfate, and extracted with ethyl acetate. The organic layer was washed with... Reactants: C(C1=CC=CC=C1)N1C=NC=C1C=C1C(CC2=CC=C(C=C12)OC)C1=CC=CC=C1 (1-benzyl-5-(6-methoxy-2-phenylindan-1-ylidenemethyl)-1H-imidazole), C1(=CC=CC=C1)C1C(C2=CC=CC=C2C1)=O (2-phen-ylindan-1-one). The product is C(C1=CC=CC=C1)N1C=NC=C1C=C1C(CC2=CC=CC=C12)C1=CC=CC=C1 (1-Benzyl-5-(2-phenylindan-1-ylidenemethyl)-1H-imidazole). As a reaction SMILES: [CH2:1]([N:8]1[C:12]([CH:13]=[C:14]2[C:22]3[C:17](=[CH:18][CH:19]=[C:20](OC)[CH:21]=3)[CH2:16][CH:15]2[C:25]2[CH:30]=[CH:29][CH:28]=[CH:27][CH:26]=2)=[CH:11][N:10]=[CH:9]1)[C:2]1[CH:7]=[CH:6][CH:5]=[CH:4][CH:3]=1.C1(C2CC3C(=CC=CC=3)C2=O)C=CC=CC=1>>[CH2:1]([N:8]1[C:12]([CH:13]=[C:14]2[C:22]3[C:17](=[CH:18][CH:19]=[CH:20][CH:21]=3)[CH2:16][CH:15]2[C:25]2[CH:30]=[CH:29][CH:28]=[CH:27][CH:26]=2)=[CH:11][N:10]=[CH:9]1)[C:2]1[CH:3]=[CH:4][CH:5]=[CH:6][CH:7]=1. Procedure: 1-Benzyl-5-(2-phenylindan-1-ylidenemethyl)-1H-imidazole was prepared as 1-benzyl-5-(6-methoxy-2-phenylindan-1-ylidenemethyl)-1H-imidazole above except that 2-phen-ylindan-1-one was used as a starting material. In this case after evaporation of the filtrate the residue was dissolved in diluted hydrochloric acid. The product was extracted into dichloromethane. The combined organic phases were washed with water, dried over sodium sulfate and evaporated under reduced pressure. The crude product as i... The reactants are C([O-])(O)=O.[Na+] (sodium bicarbonate), ClC1=CC=C(C=C1)NC(NN)=S (4-(4-chlorophenyl)-3-thiosemicarbazide), Cl (hydrogen chloride), ClC(C(=O)OCC)C(=O)C (ethyl 2-chloroacetoacetate). Run in C(C)O (ethanol). Run at time 1 hour. Product: ClC1=CC=C(C=C1)NC1=NNC(=C1C(=O)OCC)C (3-[(4-Chlorophenyl)amino]-5-methyl-1H-pyrazole-4-carboxylic acid, ethyl ester). Isolated yield 13.6%. Reaction SMILES: [Cl:1][C:2]1[CH:7]=[CH:6][C:5]([NH:8][C:9](=S)[NH:10][NH2:11])=[CH:4][CH:3]=1.Cl[CH:14]([C:20]([CH3:22])=O)[C:15]([O:17][CH2:18][CH3:19])=[O:16].Cl.C(=O)(O)[O-].[Na+]>C(O)C>[Cl:1][C:2]1[CH:7]=[CH:6][C:5]([NH:8][C:9]2[C:14]([C:15]([O:17][CH2:18][CH3:19])=[O:16])=[C:20]([CH3:22])[NH:11][N:10]=2)=[CH:4][CH:3]=1 |f:3.4|. Procedure details: A suspension of 20.1 g (0.10 mole) of 4-(4-chlorophenyl)-3-thiosemicarbazide in 80 mL of absolute ethanol was treated with 16.5 g (0.10 mole) of ethyl 2-chloroacetoacetate and the mixture stirred for 1.0 hr at room temperature. Alcoholic hydrogen chloride (2N, 60 mL) was added and the dark precipitate dissolved while heating the mixture at reflux for 1.0 hr. The solution was filtered while hot, and the filter cake washed with absolute ethanol. The filtrate was evaporated under reduced pressure a...